Dataset: the Open Reaction Database (ORD), a public repository of structured organic reaction records. Task: describe an organic reaction: reactants, conditions, products, and yield Starting materials: N[C@H](CO)C ((S)-(+)-2-aminopropan-1-ol), C(C1=CC=CC=C1)=O (benzaldehyde). Reagents/catalysts: [C].[Pd] (palladium carbon). The solvent is C(C)O (ethanol). Conditions: time 8 hour. Product: C(C1=CC=CC=C1)NC(CO)C (2-benzylaminopropan-1-ol). RXN SMILES: [NH2:1][C@@H:2]([CH3:5])[CH2:3][OH:4].[CH:6](=O)[C:7]1[CH:12]=[CH:11][CH:10]=[CH:9][CH:8]=1>C(O)C.[C].[Pd]>[CH2:6]([NH:1][CH:2]([CH3:5])[CH2:3][OH:4])[C:7]1[CH:12]=[CH:11][CH:10]=[CH:9][CH:8]=1 |f:3.4|. Procedure details: To a solution of (S)-(+)-2-aminopropan-1-ol (50.0 g) and benzaldehyde (74 ml) in ethanol (500 ml) was added 5% palladium carbon (5.0 g), and the mixture was hydrogenated at room temperature under ordinary pressure for 8 hours. The reaction mixture was filtered through Celite, and concentrated under reduced pressure to give the titled compound (111.2 g). The reactants are mixture, solution, COCCO[AlH2-]OCCOC.[Na+] (VITRIDE), solution, C(CCC)[Li] (butyl-lithium), CCCCCC (hexane), CC(CC)O (2-butanol), Cl (HCl). The solvent is C1(=CC=CC=C1)C (toluene), C1CCOC1 (THF), C1CCOC1 (THF). The product is CC1=C(C(CCC1)(C)C)C=O (beta-cyclocitral). Isolated yield 70.0%. Reaction SMILES: [CH2:1]([Li])[CH2:2][CH2:3][CH3:4].COCCO[AlH2-]O[CH2:13][CH2:14][O:15]C.[Na+].C[CH:19](O)[CH2:20][CH3:21].Cl.[CH3:24]CCCCC>C1COCC1.C1(C)C=CC=CC=1>[CH3:4][C:3]1[CH2:2][CH2:1][CH2:24][C:20]([CH3:19])([CH3:21])[C:13]=1[CH:14]=[O:15] |f:1.2|. Procedure: 54.2 Ml (0.077M) of a 1.42N solution of butyl-lithium in hexane were added at -10/+15° to a solution of 10.0 g (0.055M) of methyl beta-cyclogeranate in 150 ml of anhydrous THF. After having been left at 15° during 5 mn, there were added to the reaction mixture 15.9 ml of a 70% solution of VITRIDE in toluene (0.055M). The temperature of the mixture was then raised to 40° and, at this temperature, it was left under stirring for 45 mn. The mixture was then rapidly poured at 15° onto a solution of 2... Starting materials: ClC1=NC(=NC(=C1)C(F)(F)F)C=1C=NC=CC1 (4-chloro-2-(3-pyridinyl)-6-trifluoromethylpyrimidine), NC1=NC(=NC=C1C)O (4-amino-2-hydroxy-5-methylpyrimidine). Yields the product OC1=NC=C(C(=N1)NC1=NC(=NC(=C1)C(F)(F)F)C=1C=NC=CC1)C (4-(2-Hydroxy-5-methyl-pyrimidin-4-ylamino)-2-(3-pyridinyl)-6-trifluoromethylpyrimidine). Reaction SMILES: Cl[C:2]1[CH:7]=[C:6]([C:8]([F:11])([F:10])[F:9])[N:5]=[C:4]([C:12]2[CH:13]=[N:14][CH:15]=[CH:16][CH:17]=2)[N:3]=1.[NH2:18][C:19]1[C:24]([CH3:25])=[CH:23][N:22]=[C:21]([OH:26])[N:20]=1>>[OH:26][C:21]1[N:20]=[C:19]([NH:18][C:2]2[CH:7]=[C:6]([C:8]([F:11])([F:10])[F:9])[N:5]=[C:4]([C:12]3[CH:13]=[N:14][CH:15]=[CH:16][CH:17]=3)[N:3]=2)[C:24]([CH3:25])=[CH:23][N:22]=1. Reported procedure: The title compound was prepared from 4-chloro-2-(3-pyridinyl)-6-trifluoromethylpyrimidine (50 mg, 0.192 mmol) and 4-amino-2-hydroxy-5-methylpyrimidine (36 mg, 0.288 mmol) similar to Example 190 and was isolated as a solid. 1H NMR (CDCl3): 9.47 (brs, 1H), 8.59–8.54 (m, 2H), 7.28 (dd, J=8.1, 5.1 Hz, 1H), 6.59 (s, 1H), 5.18 (s, 2H), 1.70 (s, 3H). Conditions: time 15 hour. Reaction SMILES: [F:1][C:2]1[CH:3]=[CH:4][C:5](I)=[C:6]([CH:8]=1)[NH2:7].[F:10][C:11]1[CH:12]=[C:13]([C:17]#[CH:18])[CH:14]=[CH:15][CH:16]=1.C(=O)([O-])[O-].[Ca+2]>C(NCC)C.[Cu]I>[F:10][C:11]1[CH:12]=[C:13]([C:17]2[NH:7][C:6]3[C:5]([CH:18]=2)=[CH:4][CH:3]=[C:2]([F:1])[CH:8]=3)[CH:14]=[CH:15][CH:16]=1 |f:2.3|. The solvent is C(C)NCC (diethylamine). Starting materials: C([O-])([O-])=O.[Ca+2] (calcium carbonate), FC=1C=CC(=C(N)C1)I (5-Fluoro-2-iodoaniline), FC=1C=C(C=CC1)C#C (3-fluorophenylacetylene). Procedure: 5-Fluoro-2-iodoaniline (30 g, 126 mmol) and 3-fluorophenylacetylene (20 g, 166 mmol) were dissolved in diethylamine (500 ml) and the mixture purged with nitrogen for 10 min. Tetrakis(triphenylphosphine)palladium (2 g) and copper(I) iodide (0.4 g) were added and the mixture stirred at room temperature for 15 h. The solvent was removed in vacuo and the residue partitioned between diethyl ether (500 ml) and water (500 ml), the organic layer was separated and washed with water (2×500 ml), saturated ... The product is FC=1C=C(C=CC1)C=1NC2=CC(=CC=C2C1)F (2-(3-fluorophenyl)-6-fluoroindole). The yield is 86.5%. Reagents/catalysts: [Cu]I (copper(I) iodide). Starting materials: COc1cccc(C(Oc2ccc3c(cnn3-c3ccc(F)cc3)c2)C(C)N)c1, O=C(O)c1ccon1. Yields the product COc1cccc(C(Oc2ccc3c(cnn3-c3ccc(F)cc3)c2)C(C)NC(=O)c2ccon2)c1. RXN SMILES: [F:1][c:2]1[cH:3][cH:4][c:5](-[n:8]2[n:9][cH:10][c:11]3[cH:12][c:13]([O:17][CH:18]([CH:19]([CH3:20])[NH2:21])[c:22]4[cH:23][c:24]([O:28][CH3:29])[cH:25][cH:26][cH:27]4)[cH:14][cH:15][c:16]23)[cH:6][cH:7]1.[o:30]1[n:31][c:32]([C:35](=[O:36])[OH:37])[cH:33][cH:34]1>>[F:1][c:2]1[cH:3][cH:4][c:5](-[n:8]2[n:9][cH:10][c:11]3[cH:12][c:13]([O:17][CH:18]([CH:19]([CH3:20])[NH:21][C:35]([c:32]4[n:31][o:30][cH:34][cH:33]4)=[O:36])[c:22]4[cH:23][c:24]([O:28][CH3:29])[cH:25][cH:26][cH:27]4)[cH:14][cH:15][c:16]23)[cH:6][cH:7]1. Starting materials: O=C(Cl)C(=O)Cl, Cc1cc(Cl)ccc1C(=O)O, ClCCl, CN(C)C=O. Product: Cc1cc(Cl)ccc1C(=O)Cl. Reaction SMILES: [Cl:12][C:13]([C:14]([Cl:15])=[O:16])=[O:17].[Cl:1][c:2]1[cH:3][c:4]([CH3:11])[c:5]([C:6](=[O:7])[OH:8])[cH:9][cH:10]1.[Cl:23][CH2:24][Cl:25].[O:18]=[CH:19][N:20]([CH3:21])[CH3:22]>>[Cl:1][c:2]1[cH:3][c:4]([CH3:11])[c:5]([C:6](=[O:7])[Cl:12])[cH:9][cH:10]1. The product is N#CC(C#N)(CCF)Cc1ccc(Br)cc1. Reaction SMILES: [Br:16][CH2:17][CH2:18][F:19].[Br:1][c:2]1[cH:3][cH:4][c:5]([CH2:6][CH:7]([C:8]#[N:9])[C:10]#[N:11])[cH:12][cH:13]1.[CH3:20][N:21]([CH3:22])[CH:23]=[O:24].[H-:14].[Na+:15]>>[Br:1][c:2]1[cH:3][cH:4][c:5]([CH2:6][C:7]([C:8]#[N:9])([C:10]#[N:11])[CH2:17][CH2:18][F:19])[cH:12][cH:13]1. Starting materials: FCCBr, N#CC(C#N)Cc1ccc(Br)cc1, CN(C)C=O, [H-], [Na+]. The reactants are C(C)(C)NC1=NN=C(O1)C=1C=C2C(=CN(C2=CC1)S(=O)(=O)C1=CC=C(C)C=C1)C1=CC=CC(=N1)C(=O)NC (6-(5-(5-(isopropylamino)-1,3,4-oxadiazol-2-yl)-1-tosyl-1H-indol-3-yl)-N-methylpicolinamide), [OH-].[Na+] (NaOH). The solvent is O1CCOCC1 (1,4-dioxane). Yields the product C(C)(C)NC1=NN=C(O1)C=1C=C2C(=CNC2=CC1)C1=CC=CC(=N1)C(=O)NC (6-(5-(5-(isopropylamino)-1,3,4-oxadiazol-2-yl)-1H-indol-3-yl)-N-methylpicolinamide). The yield is 22.5%. As a reaction SMILES: [CH:1]([NH:4][C:5]1[O:9][C:8]([C:10]2[CH:11]=[C:12]3[C:16](=[CH:17][CH:18]=2)[N:15](S(C2C=CC(C)=CC=2)(=O)=O)[CH:14]=[C:13]3[C:29]2[N:34]=[C:33]([C:35]([NH:37][CH3:38])=[O:36])[CH:32]=[CH:31][CH:30]=2)=[N:7][N:6]=1)([CH3:3])[CH3:2].[OH-].[Na+]>O1CCOCC1>[CH:1]([NH:4][C:5]1[O:9][C:8]([C:10]2[CH:11]=[C:12]3[C:16](=[CH:17][CH:18]=2)[NH:15][CH:14]=[C:13]3[C:29]2[N:34]=[C:33]([C:35]([NH:37][CH3:38])=[O:36])[CH:32]=[CH:31][CH:30]=2)=[N:7][N:6]=1)([CH3:3])[CH3:2] |f:1.2|. Procedure: To a solution of 6-(5-(5-(isopropylamino)-1,3,4-oxadiazol-2-yl)-1-tosyl-1H-indol-3-yl)-N-methylpicolinamide (100 mg, 0.189 mmol) in 1,4-dioxane (2 mL) was added aq.NaOH (7 M, 2 mL) and the reaction was heated at 90° C. for 1 h. The reaction was then quenched with water to get a precipitate. The precipitate was filtered and washed with water (2×100 mL) and dried. The crude product was crystallized from 20% EtOAc in petroleum ether (3×10 mL) to give 6-(5-(5-(isopropylamino)-1,3,4-oxadiazol-2-yl)-1... Starting materials: CCOCC, OCCCc1ccccc1F, O, BrP(Br)Br. Product: Fc1ccccc1CCCBr. RXN SMILES: [CH3:17][CH2:18][O:19][CH2:20][CH3:21].[F:1][c:2]1[c:3]([CH2:8][CH2:9][CH2:10][OH:11])[cH:4][cH:5][cH:6][cH:7]1.[OH2:16].[P:12]([Br:13])([Br:14])[Br:15]>>[F:1][c:2]1[c:3]([CH2:8][CH2:9][CH2:10][Br:13])[cH:4][cH:5][cH:6][cH:7]1.